Dataset: the Open Reaction Database (ORD), a public repository of structured organic reaction records. Task: describe an organic reaction: reactants, conditions, products, and yield Starting materials: OC1CN(C1)C1=CC=C(C=C1)[C@H](C)NC(C)=O ((S)—N-{1-[4-(3-Hydroxy-azetidin-1-yl)-phenyl]ethyl}-acetamide), BrC1=CC=CC(=N1)N(CC(C)(O)C)C (1-[(6-bromo-pyridin-2-yl)-methyl-amino]-2-methyl-propan-2-ol), chloro(2-dicyclohexylphosphino-2′,4′,6′-triisopropyl-1,1′-biphenyl)[2-(2-aminoethyl)phenyl]palladium(II), chloro(2-dicyclohexylphosphino-2′,4′,6′-triisoporpyl-1,1′-biphenyl)[2-(2′-amino-1,1′-biphenyl)]palladium(II), O (water), CC(C)(C)[O-].[Na+] (NaOtBu). The solvent is O1CCOCC1 (1,4-dioxane), CN(C)C=O (DMF). Run at temperature 50 celsius, time 12 hour. The product is OC(CN(C1=CC=CC(=N1)OC1CN(C1)C1=CC=C(C=C1)[C@H](C)NC(C)=O)C)(C)C ((S)—N-{1-[4-(3-{6-[(2-Hydroxy-2-methyl-propyl)-methyl-amino]-pyridin-2-yloxy}-azetidin-1-yl)-phenyl]ethyl}-acetamide). Reaction SMILES: [OH:1][CH:2]1[CH2:5][N:4]([C:6]2[CH:11]=[CH:10][C:9]([C@@H:12]([NH:14][C:15](=[O:17])[CH3:16])[CH3:13])=[CH:8][CH:7]=2)[CH2:3]1.Br[C:19]1[N:24]=[C:23]([N:25]([CH3:31])[CH2:26][C:27]([CH3:30])([OH:29])[CH3:28])[CH:22]=[CH:21][CH:20]=1.CC([O-])(C)C.[Na+].O>O1CCOCC1.CN(C=O)C>[OH:29][C:27]([CH3:30])([CH3:28])[CH2:26][N:25]([CH3:31])[C:23]1[N:24]=[C:19]([O:1][CH:2]2[CH2:3][N:4]([C:6]3[CH:7]=[CH:8][C:9]([C@@H:12]([NH:14][C:15](=[O:17])[CH3:16])[CH3:13])=[CH:10][CH:11]=3)[CH2:5]2)[CH:20]=[CH:21][CH:22]=1 |f:2.3|. Procedure: 23 mg (0.10 mmol) (S)—N-{1-[4-(3-Hydroxy-azetidin-1-yl)-phenyl]ethyl}-acetamide (V.1) in 1,4-dioxane (2.0 mL) is added to 31 mg (0.12 mmol) 1-[(6-bromo-pyridin-2-yl)-methyl-amino]-2-methyl-propan-2-ol. 38 mg (0.40 mmol) NaOtBu is added followed by 7.4 mg (0.01 mmol) chloro(2-dicyclohexylphosphino-2′,4′,6′-triisopropyl-1,1′-biphenyl)[2-(2-aminoethyl)phenyl]palladium(II). The mixture is stirred for 12 h at 50° C. 7.8 mg (0.01 mmol) chloro(2-dicyclohexylphosphino-2′,4′,6′-triisoporpyl-1,1′-biphenyl... The reactants are O.O=C1NN=CC(N1[Na])=O (3,5-dioxo-4-sodio-2,3,4,5-tetrahydro-1,2,4-triazine monohydrate), C(C=C)Br (allyl bromide). Run in C(CO)O (ethylene glycol). Run at temperature 80 celsius. The product is O=C1NN=CC(N1CC=C)=O (3,5-Dioxo-4-allyl-2,3,4,5-tetrahydro-1,2,4-triazine). As a reaction SMILES: O.[O:2]=[C:3]1[N:8]([Na])[C:7](=[O:10])[CH:6]=[N:5][NH:4]1.[CH2:11](Br)[CH:12]=[CH2:13]>C(O)CO>[O:2]=[C:3]1[N:8]([CH2:13][CH:12]=[CH2:11])[C:7](=[O:10])[CH:6]=[N:5][NH:4]1 |f:0.1|. Reported procedure: A mixture of 6.12 g 3,5-dioxo-4-sodio-2,3,4,5-tetrahydro-1,2,4-triazine monohydrate, 5.81 g allyl bromide and 50 ml ethylene glycol was heated to 80° C. for 4 hours.